Dataset: the Open Reaction Database (ORD), a public repository of structured organic reaction records. Task: describe an organic reaction: reactants, conditions, products, and yield Starting materials: [I-].[K+] (potassium iodide), ClC=1C=C(C=C(C1)Cl)SC1=C(N=C(N1)COCC1=CC=C(C=C1)OC)C(C)C (5-(3,5-dichlorophenylthio)-4-isopropyl-2-(p-methoxybenzyloxymethyl)-1H-imidazole), C([O-])([O-])=O.[K+].[K+] (potassium carbonate), ClCC(C)=O (chloroacetone). The solvent is CC(=O)C (acetone). Run at time 15 minute. Yields the product C(C)(=O)CN1C(=NC(=C1SC1=CC(=CC(=C1)Cl)Cl)C(C)C)COCC1=CC=C(C=C1)OC (1-acetylmethyl-5-(3,5-dichlorophenylthio)-4-isopropyl-2-(p-methoxybenzyloxymethyl)-1H-imidazole). Yield: 54.7%. Reaction SMILES: Cl[CH2:2][C:3](=[O:5])[CH3:4].[I-].[K+].[Cl:8][C:9]1[CH:10]=[C:11]([S:16][C:17]2[NH:21][C:20]([CH2:22][O:23][CH2:24][C:25]3[CH:30]=[CH:29][C:28]([O:31][CH3:32])=[CH:27][CH:26]=3)=[N:19][C:18]=2[CH:33]([CH3:35])[CH3:34])[CH:12]=[C:13]([Cl:15])[CH:14]=1.C(=O)([O-])[O-].[K+].[K+]>CC(C)=O>[C:3]([CH2:2][N:21]1[C:17]([S:16][C:11]2[CH:12]=[C:13]([Cl:15])[CH:14]=[C:9]([Cl:8])[CH:10]=2)=[C:18]([CH:33]([CH3:34])[CH3:35])[N:19]=[C:20]1[CH2:22][O:23][CH2:24][C:25]1[CH:26]=[CH:27][C:28]([O:31][CH3:32])=[CH:29][CH:30]=1)(=[O:5])[CH3:4] |f:1.2,4.5.6|. Procedure details: (1)In acetone (2 ml)was dissolved 111 mg (1.20 mmol)of chloroacetone, followed by addition of 200 mg (1.2 mmol)of potassium iodide, and the mixture was stirred at room temperature for 15 minutes. Then, 437 mg (1.00 mmol)of 5-(3,5-dichlorophenylthio)-4-isopropyl-2-(p-methoxybenzyloxymethyl)-1H-imidazole (16b)and 170 mg (1.20 mmol)of potassium carbonate were added in order, and the mixture was stirred for 5 hours and was left overnight. This reaction mixture was concentrated under reduced pressure... Reactants: CC(C)(C)[Si](C)(C)OCCCBr, CN(C)C=O, [H-], O=C1CCCCN1, [Na+], C1CCOC1, O. The product is CC(C)(C)[Si](C)(C)OCCCN1CCCCC1=O. RXN SMILES: [Br:15][CH2:16][CH2:17][CH2:18][O:19][Si:20]([CH3:21])([CH3:22])[C:23]([CH3:24])([CH3:25])[CH3:26].[CH3:28][N:29]([CH3:30])[CH:31]=[O:32].[H-:1].[NH:8]1[C:9](=[O:14])[CH2:10][CH2:11][CH2:12][CH2:13]1.[Na+:2].[O:3]1[CH2:4][CH2:5][CH2:6][CH2:7]1.[OH2:27]>>[N:8]1([CH2:16][CH2:17][CH2:18][O:19][Si:20]([CH3:21])([CH3:22])[C:23]([CH3:24])([CH3:25])[CH3:26])[C:9](=[O:14])[CH2:10][CH2:11][CH2:12][CH2:13]1. Reactants: CSC(=NC#N)SC, CCN, NCCSCc1ncccc1Br. The product is CCN=C(NC#N)NCCSCc1ncccc1Br. Reaction SMILES: [CH3:1][S:2][C:3]([S:4][CH3:5])=[N:6][C:7]#[N:8].[CH3:21][CH2:22][NH2:23].[NH2:9][CH2:10][CH2:11][S:12][CH2:13][c:14]1[n:15][cH:16][cH:17][cH:18][c:19]1[Br:20]>>[C:3]([NH:6][C:7]#[N:8])([NH:9][CH2:10][CH2:11][S:12][CH2:13][c:14]1[n:15][cH:16][cH:17][cH:18][c:19]1[Br:20])=[N:23][CH2:22][CH3:21]. Starting materials: C([O-])(O)=O.[Na+] (sodium bicarbonate), B(Br)(Br)Br (boron tribromide), CCCCCCC (heptane), ClC1=CC=C(OC2=CC(=C(C=C2)C2=NOC3=C2C=C(C=C3)OC)CCC)C=C1 (3-[4-(4-chlorophenoxy)-2-propylphenyl]-5-methoxy-1,2-benzisoxazole). The solvent is ClCCl (dichloromethane). Run at temperature 25 celsius, time 30 minute. The product is ClC1=CC=C(OC2=CC(=C(C=C2)C2=NOC3=C2C=C(C=C3)O)CCC)C=C1 (3-[4-(4-chlorophenoxy)-2-propylphenyl]-1,2-benzisoxazol-5-ol). RXN SMILES: [Cl:1][C:2]1[CH:28]=[CH:27][C:5]([O:6][C:7]2[CH:12]=[CH:11][C:10]([C:13]3[C:17]4[CH:18]=[C:19]([O:22]C)[CH:20]=[CH:21][C:16]=4[O:15][N:14]=3)=[C:9]([CH2:24][CH2:25][CH3:26])[CH:8]=2)=[CH:4][CH:3]=1.B(Br)(Br)Br.CCCCCCC.C(=O)(O)[O-].[Na+]>ClCCl>[Cl:1][C:2]1[CH:28]=[CH:27][C:5]([O:6][C:7]2[CH:12]=[CH:11][C:10]([C:13]3[C:17]4[CH:18]=[C:19]([OH:22])[CH:20]=[CH:21][C:16]=4[O:15][N:14]=3)=[C:9]([CH2:24][CH2:25][CH3:26])[CH:8]=2)=[CH:4][CH:3]=1 |f:3.4|. Procedure: To a solution of the product from Step 5 (1.0 g, 2.5 mmol) in dichloromethane (15 mL) cooled at 0° C. was added a solution of boron tribromide in heptane (1.0 M, 5.0 mL, 5.0 mmol). The reaction was stirred at 25° C. for 30 min and then poured into aqueous sodium bicarbonate. The aqueous layer was extracted with ethyl acetate. The combined organic phase was washed with brine, dried over magnesium sulfate and concentrated. The residue was purified by chromatography on silica gel to give the title ... Reactants: O=C([O-])O, COCCl, [H-], [Na+], [Na+], C1CCOC1, OCCCCCCCCc1ccc(O)cc1. Yields the product COCOc1ccc(CCCCCCCCO)cc1. RXN SMILES: [C:23](=[O:24])([OH:25])[O-:26].[CH3:19][O:20][CH2:21][Cl:22].[H-:1].[Na+:27].[Na+:2].[O:28]1[CH2:29][CH2:30][CH2:31][CH2:32]1.[OH:3][c:4]1[cH:5][cH:6][c:7]([CH2:10][CH2:11][CH2:12][CH2:13][CH2:14][CH2:15][CH2:16][CH2:17][OH:18])[cH:8][cH:9]1>>[O:3]([c:4]1[cH:5][cH:6][c:7]([CH2:10][CH2:11][CH2:12][CH2:13][CH2:14][CH2:15][CH2:16][CH2:17][OH:18])[cH:8][cH:9]1)[CH2:21][O:20][CH3:19]. Reactants: CCOC(C)=O, O=[N+]([O-])c1ccc(-n2cc(C3CC3)cn2)nc1. Yields the product Nc1ccc(-n2cc(C3CC3)cn2)nc1. Reaction SMILES: [CH3:18][CH2:19][O:20][C:21](=[O:22])[CH3:23].[CH:1]1([c:4]2[cH:5][n:6][n:7](-[c:9]3[n:10][cH:11][c:12]([N+:15]([O-:16])=[O:17])[cH:13][cH:14]3)[cH:8]2)[CH2:2][CH2:3]1>>[CH:1]1([c:4]2[cH:5][n:6][n:7](-[c:9]3[n:10][cH:11][c:12]([NH2:15])[cH:13][cH:14]3)[cH:8]2)[CH2:2][CH2:3]1. Starting materials: N1C(NC(C1)=O)=O (imidazolidine-2,4-dione), C(=O)([O-])[O-].[Cs+].[Cs+] (Cs2CO3), COC1=CC=C(CCl)C=C1 (4-methoxybenzyl chloride). Product: COC1=CC=C(CN2C(NC(C2)=O)=O)C=C1 (1-(4-methoxybenzyl)-imidazolidine-2,4-dione). RXN SMILES: [NH:1]1[CH2:5][C:4](=[O:6])[NH:3][C:2]1=[O:7].C([O-])([O-])=O.[Cs+].[Cs+].[CH3:14][O:15][C:16]1[CH:23]=[CH:22][C:19]([CH2:20]Cl)=[CH:18][CH:17]=1>CN(C=O)C.[Cl-].[Na+].O>[CH3:14][O:15][C:16]1[CH:23]=[CH:22][C:19]([CH2:20][N:1]2[CH2:5][C:4](=[O:6])[NH:3][C:2]2=[O:7])=[CH:18][CH:17]=1 |f:1.2.3,6.7.8|. Procedure details: A mixture of imidazolidine-2,4-dione (5.01 g), Cs2CO3, and 4-methoxybenzyl chloride (8.0 mL) in DMF (250 mL) was allowed to react overnight. The reaction was added to 400 mL brine then extracted with ether. The desired product precipitated from the ether, and was collected by filtration to yield 1-(4-methoxybenzyl)-imidazolidine-2,4-dione as a white solid. Solvent: CN(C)C=O (DMF), [Cl-].[Na+].O (brine). The reactants are ClC=1N=CC2=C(N1)N(C=C2)C2=NC=CC=C2 (2-chloro-7-pyridin-2-yl-7H-pyrrolo[2,3-d]pyrimidine), COC=1C=C(N)C=C(C1OC)OC (3,4,5-trimethoxy aniline), CC(C)([O-])C.[K+] (potassium tert-butoxide). Solvent: O1CCOCC1 (1,4-dioxane). Conditions: temperature 80 celsius. Product: N1=C(C=CC=C1)N1C=CC2=C1N=C(N=C2)NC2=CC(=C(C(=C2)OC)OC)OC ((7-pyridin-2-yl-7H-pyrrolo[2,3-d]pyrimidin-2-yl)-(3,4,5-trimethoxy-phenyl)-amine). Reaction SMILES: Cl[C:2]1[N:3]=[CH:4][C:5]2[CH:10]=[CH:9][N:8]([C:11]3[CH:16]=[CH:15][CH:14]=[CH:13][N:12]=3)[C:6]=2[N:7]=1.[CH3:17][O:18][C:19]1[CH:20]=[C:21]([CH:23]=[C:24]([O:28][CH3:29])[C:25]=1[O:26][CH3:27])[NH2:22].CC(C)([O-])C.[K+]>O1CCOCC1>[N:12]1[CH:13]=[CH:14][CH:15]=[CH:16][C:11]=1[N:8]1[C:6]2[N:7]=[C:2]([NH:22][C:21]3[CH:23]=[C:24]([O:28][CH3:29])[C:25]([O:26][CH3:27])=[C:19]([O:18][CH3:17])[CH:20]=3)[N:3]=[CH:4][C:5]=2[CH:10]=[CH:9]1 |f:2.3|. Procedure details: To a solution of 2-chloro-7-pyridin-2-yl-7H-pyrrolo[2,3-d]pyrimidine in 1,4-dioxane is added 3,4,5-trimethoxy aniline (3 equivalents) followed by adding potassium tert-butoxide solution (1.0 M in tetrahydrofuran, 3 equivalents) dropwise. After addition, the reaction mixture is heated at 80° C. for 2 hours. The solvent is removed after cooling to room temperature. Purification by reverse phase HPLC gives (7-pyridin-2-yl-7H-pyrrolo[2,3-d]pyrimidin-2-yl)-(3,4,5-trimethoxy-phenyl)-amine as a white s...